This data is from the Open Reaction Database (ORD), a public repository of structured organic reaction records. The task is: describe an organic reaction: reactants, conditions, products, and yield Reactants: I.IC1=C(C(=NC=N1)NC1=CC(=C(C=C1)OC=1C=NC(=CC1)C)C)N (6-Iodo-N4-{3-methyl-4-[(6-methylpyridin-3-yl)oxy]phenyl}pyrimidine-4,5-diamine hydroiodide), C(C#C)NC(OC(C)(C)C)=O (tert-butyl 2-propynylcarbamate). Reagents/catalysts: Cl[Pd]([P](C1=CC=CC=C1)(C2=CC=CC=C2)C3=CC=CC=C3)([P](C4=CC=CC=C4)(C5=CC=CC=C5)C6=CC=CC=C6)Cl (trans-dichlorobis(triphenylphosphine)palladium(II)), [Cu]I (copper(I) iodide). Solvent: C(C)#N (acetonitrile), C(C)N(CC)CC (triethylamine). Yields the product NC=1C(=NC=NC1NC1=CC(=C(C=C1)OC=1C=NC(=CC1)C)C)C#CCNC(OC(C)(C)C)=O (tert-butyl 3-[5-amino-6-({3-methyl-4-[(6-methylpyridin-3-yl)oxy]phenyl}amino)pyrimidin-4-yl]-2-propynylcarbamate). The yield is 73.8%. RXN SMILES: I.I[C:3]1[N:8]=[CH:7][N:6]=[C:5]([NH:9][C:10]2[CH:15]=[CH:14][C:13]([O:16][C:17]3[CH:18]=[N:19][C:20]([CH3:23])=[CH:21][CH:22]=3)=[C:12]([CH3:24])[CH:11]=2)[C:4]=1[NH2:25].[CH2:26]([NH:29][C:30](=[O:36])[O:31][C:32]([CH3:35])([CH3:34])[CH3:33])[C:27]#[CH:28]>C(#N)C.C(N(CC)CC)C.Cl[Pd](Cl)([P](C1C=CC=CC=1)(C1C=CC=CC=1)C1C=CC=CC=1)[P](C1C=CC=CC=1)(C1C=CC=CC=1)C1C=CC=CC=1.[Cu]I>[NH2:25][C:4]1[C:3]([C:28]#[C:27][CH2:26][NH:29][C:30](=[O:36])[O:31][C:32]([CH3:34])([CH3:33])[CH3:35])=[N:8][CH:7]=[N:6][C:5]=1[NH:9][C:10]1[CH:15]=[CH:14][C:13]([O:16][C:17]2[CH:18]=[N:19][C:20]([CH3:23])=[CH:21][CH:22]=2)=[C:12]([CH3:24])[CH:11]=1 |f:0.1,^1:49,68|. Procedure details: 6-Iodo-N4-{3-methyl-4-[(6-methylpyridin-3-yl)oxy]phenyl}pyrimidine-4,5-diamine hydroiodide (500 mg) was dissolved in a mixed solvent of acetonitrile (14.8 mL)/triethylamine (11.0 mL), and tert-butyl 2-propynylcarbamate (166 mg), trans-dichlorobis(triphenylphosphine)palladium(II) (31.3 mg) and copper(I) iodide (10.2 mg) were sequentially added. The title compound (303 mg) was obtained as a powder by the reaction in the same manner as in Example 9 (iv).